describe an organic reaction: reactants, conditions, products, and yield From a dataset of the Open Reaction Database (ORD), a public repository of structured organic reaction records. Starting materials: NC1=C2C(=NCN1C1=CC=C(C=C1)[N+](=O)[O-])SC=C2 (4-Amino-3-(4-nitrophenyl)thieno[2,3-d]pyrimidine), Cl (HCl), [Sn] (tin), [OH-].[NH4+] (ammonium hydroxide). Solvent: C(C)(=O)OCC (ethyl acetate). Product: NC1=C2C(=NCN1C1=CC=C(C=C1)N)SC=C2 (4-Amino-3-(4-aminophenyl)thieno[2,3-d]pyrimidine). Reaction SMILES: [NH2:1][C:2]1[N:7]([C:8]2[CH:13]=[CH:12][C:11]([N+:14]([O-])=O)=[CH:10][CH:9]=2)[CH2:6][N:5]=[C:4]2[S:17][CH:18]=[CH:19][C:3]=12.Cl.[Sn].[OH-].[NH4+]>C(OCC)(=O)C>[NH2:1][C:2]1[N:7]([C:8]2[CH:9]=[CH:10][C:11]([NH2:14])=[CH:12][CH:13]=2)[CH2:6][N:5]=[C:4]2[S:17][CH:18]=[CH:19][C:3]=12 |f:3.4,^3:20|. Reported procedure: 4-Amino-3-(4-nitrophenyl)thieno[2,3-d]pyrimidine (11.6 g; 272 g/mole; 42.6 mmoles) was treated with 500 mL HCl 6N and 15 g elemental tin at room temperature. After 15 minutes the reaction was complete by TLC (product has Rf=0.50 in 100% ethyl acetate). The system was placed in an ice bath and treated with concentrated ammonium hydroxide to pH 10 (˜300 mL). At this point, extensive precipitation was observed. Precipitate (A) was collected by filtration and reserved, and the clear solution was tre... Reactants: Cl.N1C=CC2=C(C=CC=C12)C1(CN(CCC1)CC1=CC=CC=C1)O (3-(1H-indol-4-yl)-1-benzyl-3-piperidinol hydrochloride), C (charcoal). Solvent: CO (methanol). The product is Cl.N1C=CC2=C(C=CC=C12)C1(CNCCC1)O (3-(1H-indol-4-yl)-3-piperidinol hydrochloride). Yield: 96.1%. Reaction SMILES: [ClH:1].[NH:2]1[C:10]2[C:5](=[C:6]([C:11]3([OH:24])[CH2:16][CH2:15][CH2:14][N:13](CC4C=CC=CC=4)[CH2:12]3)[CH:7]=[CH:8][CH:9]=2)[CH:4]=[CH:3]1.C>CO>[ClH:1].[NH:2]1[C:10]2[C:5](=[C:6]([C:11]3([OH:24])[CH2:16][CH2:15][CH2:14][NH:13][CH2:12]3)[CH:7]=[CH:8][CH:9]=2)[CH:4]=[CH:3]1 |f:0.1,4.5|. Procedure: 12.7 g of the hydrochloride of Step C in 500 ml of methanol were hydrogenated at 60° C. in the presence of 3.6 g of palladized active charcoal and the mixture was filtered. The filtrate was concentrated to dryness to obtain 9 g of 3-(1H-indol-4-yl)-3-piperidinol hydrochloride which was used as is for the next step. Reactants: CCO, O=[N+]([O-])c1ccc(-c2ccccc2F)nc1. Yields the product Nc1ccc(-c2ccccc2F)nc1. As a reaction SMILES: [CH3:17][CH2:18][OH:19].[F:1][c:2]1[c:3](-[c:8]2[n:9][cH:10][c:11]([N+:14]([O-:15])=[O:16])[cH:12][cH:13]2)[cH:4][cH:5][cH:6][cH:7]1>>[F:1][c:2]1[c:3](-[c:8]2[n:9][cH:10][c:11]([NH2:14])[cH:12][cH:13]2)[cH:4][cH:5][cH:6][cH:7]1.